Dataset: the Open Reaction Database (ORD), a public repository of structured organic reaction records. Task: describe an organic reaction: reactants, conditions, products, and yield The reactants are BrC(Br)(Br)Br, ClCCl, c1ccc(P(c2ccccc2)c2ccccc2)cc1, OCCCOCCOCCCc1ccccc1. The product is BrCCCOCCOCCCc1ccccc1. As a reaction SMILES: [C:37]([Br:38])([Br:39])([Br:40])[Br:41].[Cl:42][CH2:43][Cl:44].[c:1]1([P:2]([c:3]2[cH:4][cH:5][cH:6][cH:7][cH:8]2)[c:9]2[cH:10][cH:11][cH:12][cH:13][cH:14]2)[cH:15][cH:16][cH:17][cH:18][cH:19]1.[c:20]1([CH2:26][CH2:27][CH2:28][O:29][CH2:30][CH2:31][O:32][CH2:33][CH2:34][CH2:35][OH:36])[cH:21][cH:22][cH:23][cH:24][cH:25]1>>[c:20]1([CH2:26][CH2:27][CH2:28][O:29][CH2:30][CH2:31][O:32][CH2:33][CH2:34][CH2:35][Br:38])[cH:21][cH:22][cH:23][cH:24][cH:25]1. Starting materials: ClC=1SC=CC1[N+](=O)[O-] (2-chloro-3-nitrothiophene), C(CCC)[Sn](C=1SC=CN1)(CCCC)CCCC (2-(tributylstannyl)thiazole), [N+](=O)([O-])C1=C(SC=C1)C=1SC=CN1 (2-(3-nitrothiophen-2-yl)thiazole). Yields the product [N+](=O)([O-])C1=C(SC=C1)C=1SC=CN1 (2-(3-Nitrothiophen-2-yl)thiazole), S1C(=NC=C1)C=1SC=CC1N (2-(Thiazol-2-yl)thiophen-3-amine). Reaction SMILES: ClC1SC=CC=1[N+]([O-])=O.C([Sn](CCCC)(CCCC)C1SC=CN=1)CCC.[N+:28]([C:31]1[CH:35]=[CH:34][S:33][C:32]=1[C:36]1[S:37][CH:38]=[CH:39][N:40]=1)([O-:30])=[O:29]>>[N+:28]([C:31]1[CH:35]=[CH:34][S:33][C:32]=1[C:36]1[S:37][CH:38]=[CH:39][N:40]=1)([O-:30])=[O:29].[S:37]1[CH:38]=[CH:39][N:40]=[C:36]1[C:32]1[S:33][CH:34]=[CH:35][C:31]=1[NH2:28]. Reported procedure: 2-(3-Nitrothiophen-2-yl)thiazole was synthesized from 2-chloro-3-nitrothiophene according to protocol E except that 2-(tributylstannyl)thiazole was used. Method[1], MS(ESI) 212.9 [M+H], Retention time=2.163 min. 2-(Thiazol-2-yl)thiophen-3-amine was synthesized from 2-(3-nitrothiophen-2-yl)thiazole according to protocol F. Method[1], MS(ESI) 183 [M+H], Retention time=1.718 min. The reactants are BrC1=CC=C(C=C1)C1=C(NC(=C1C#N)CC)C(=O)OCC (ethyl 3-(4-bromophenyl)-4-cyano-5-ethylpyrrole-2-carboxylate), C([O-])([O-])=O.[K+].[K+] (potassium carbonate), O (water), IC (iodomethane). Run in CC(=O)C (acetone). Conditions: temperature 30 celsius, time 14 hour. Product: BrC1=CC=C(C=C1)C1=C(N(C(=C1C#N)CC)C)C(=O)OCC (ethyl 3-(4-bromophenyl)-4-cyano-5-ethyl-1-methylpyrrole-2-carboxylate). Isolated yield 97.9%. Reaction SMILES: [Br:1][C:2]1[CH:7]=[CH:6][C:5]([C:8]2[C:12]([C:13]#[N:14])=[C:11]([CH2:15][CH3:16])[NH:10][C:9]=2[C:17]([O:19][CH2:20][CH3:21])=[O:18])=[CH:4][CH:3]=1.O.IC.[C:25](=O)([O-])[O-].[K+].[K+]>CC(C)=O>[Br:1][C:2]1[CH:3]=[CH:4][C:5]([C:8]2[C:12]([C:13]#[N:14])=[C:11]([CH2:15][CH3:16])[N:10]([CH3:25])[C:9]=2[C:17]([O:19][CH2:20][CH3:21])=[O:18])=[CH:6][CH:7]=1 |f:3.4.5|. Reported procedure: Step DI: Suspend ethyl 3-(4-bromophenyl)-4-cyano-5-ethylpyrrole-2-carboxylate (7.0 kg, 20.17 mol, 1 eq, prepared in step C above) in acetone (70 L) in a 100-L reactor. Add water (0.7 L), iodomethane (3.153 kg, 1.38 L, 22.21 mol, 1.1 eq), and potassium carbonate (5.58 kg, 40.37 mol, 2 eq). Stir the mixture at 30° C. for 14 h. Concentrate the reaction mixture by removing 41 L of solvent by distillation at 50° C. under reduced pressure. Add water (55 L) slowly over 45 min at 20-22° C. Cool the susp... Reactants: [Ag+2], O=C([O-])[O-], CCOC(=O)Cc1cnc(OC)c(Br)c1, ClC(Cl)Cl, CI. The product is CCOC(=O)Cc1cnc(O)c(Br)c1. Reaction SMILES: [Ag+2:26].[C:22](=[O:23])([O-:24])[O-:25].[CH2:1]([CH3:2])[O:3][C:4]([CH2:5][c:6]1[cH:7][n:8][c:9]([O:13][CH3:14])[c:10]([Br:12])[cH:11]1)=[O:15].[Cl:18][CH:19]([Cl:20])[Cl:21].[I:16][CH3:17]>>[CH2:1]([CH3:2])[O:3][C:4]([CH2:5][c:6]1[cH:7][n:8][c:9]([OH:13])[c:10]([Br:12])[cH:11]1)=[O:15]. Starting materials: Cc1nn(C)c(C)c1B(O)O, COC(=O)c1ccc(C#N)c(Cl)n1. Product: COC(=O)c1ccc(C#N)c(-c2c(C)nn(C)c2C)n1. RXN SMILES: [CH3:14][n:15]1[n:16][c:17]([CH3:24])[c:18]([B:21]([OH:22])[OH:23])[c:19]1[CH3:20].[CH3:1][O:2][C:3](=[O:4])[c:5]1[n:6][c:7]([Cl:13])[c:8]([C:11]#[N:12])[cH:9][cH:10]1>>[CH3:1][O:2][C:3](=[O:4])[c:5]1[n:6][c:7](-[c:18]2[c:17]([CH3:24])[n:16][n:15]([CH3:14])[c:19]2[CH3:20])[c:8]([C:11]#[N:12])[cH:9][cH:10]1.